From a dataset of the Open Reaction Database (ORD), a public repository of structured organic reaction records. describe an organic reaction: reactants, conditions, products, and yield The reactants are FC(F)(F)c1cccc(Br)c1, I, [Mg]. Product: [Br-], FC(F)(F)c1cccc([Mg+])c1. RXN SMILES: [F:3][C:4]([c:5]1[cH:6][c:7]([Br:11])[cH:8][cH:9][cH:10]1)([F:12])[F:13].[I:1].[Mg:2]>>[Br-:11].[Mg+:2][c:7]1[cH:6][c:5]([C:4]([F:3])([F:12])[F:13])[cH:10][cH:9][cH:8]1. The reactants are CCCNCCC=O, CSc1nnc(N=C=O)s1, c1ccccc1. Product: CCCN(CCC=O)C(=O)Nc1nnc(SC)s1. RXN SMILES: [CH2:11]([CH2:12][CH3:13])[NH:14][CH2:15][CH2:16][CH:17]=[O:18].[CH3:1][S:2][c:3]1[n:4][n:5][c:6]([N:8]=[C:9]=[O:10])[s:7]1.[cH:19]1[cH:20][cH:21][cH:22][cH:23][cH:24]1>>[CH3:1][S:2][c:3]1[n:4][n:5][c:6]([NH:8][C:9](=[O:10])[N:14]([CH2:11][CH2:12][CH3:13])[CH2:15][CH2:16][CH:17]=[O:18])[s:7]1. The reactants are N1N=C(C2=C1C1=CC=CC=C1C2)C2=CC=C(C#N)C=C2 (4-(1,4-dihydroindeno[1,2-c]pyrazol-3-yl)benzonitrile), Cl.NO (hydroxylamine hydrochloride), C([O-])([O-])=O.[Na+].[Na+] (sodium carbonate). Run in C(C)O (ethanol). The product is N1N=C(C2=C1C1=CC=CC=C1C2)C2=CC=C(C(N)=NO)C=C2 (4-(1,4-dihydroindeno[1,2-c]pyrazol-3-yl)benzamide oxime). Reaction SMILES: [NH:1]1[C:5]2[C:6]3[C:11]([CH2:12][C:4]=2[C:3]([C:13]2[CH:20]=[CH:19][C:16]([C:17]#[N:18])=[CH:15][CH:14]=2)=[N:2]1)=[CH:10][CH:9]=[CH:8][CH:7]=3.Cl.[NH2:22][OH:23].C(=O)([O-])[O-].[Na+].[Na+]>C(O)C>[NH:1]1[C:5]2[C:6]3[C:11]([CH2:12][C:4]=2[C:3]([C:13]2[CH:20]=[CH:19][C:16]([C:17](=[N:22][OH:23])[NH2:18])=[CH:15][CH:14]=2)=[N:2]1)=[CH:10][CH:9]=[CH:8][CH:7]=3 |f:1.2,3.4.5|. Reported procedure: A mixture of 4-(1,4-dihydroindeno[1,2-c]pyrazol-3-yl)benzonitrile (730 mg, Example 65), hydroxylamine hydrochloride (0.4 g), sodium carbonate (0.8 g) and ethanol (30 ml) was boiled under reflux for about 16 hours. The solvent was removed under reduced pressure at about 50° C. and the residue stirred with water (70 ml). The mixture was extracted with ethyl acetate and the combined organic phases dried, filtered and evaporated to give a solid. The solid was purified by flash column chromatography ... The reactants are OCCCCNC(OC(C)(C)C)=O (tert-butyl 4-hydroxybutylcarbamate), OC1=C(C(=O)[O-])C(=CC=C1)O (2,6-dihydroxybenzoate), C1(=CC=CC=C1)P(C1=CC=CC=C1)C1=CC=CC=C1 (triphenylphosphine), CCOC(=O)/N=N/C(=O)OCC (DEAD). Product: C(C)(C)(C)OC(=O)NCCCCOC1=C(C(=O)OC)C(=CC=C1)O (methyl 2-{4-[(tert-butoxycarbonyl)amino]butoxy}-6-hydroxybenzoate). As a reaction SMILES: [OH:1][CH2:2][CH2:3][CH2:4][CH2:5][NH:6][C:7](=[O:13])[O:8][C:9]([CH3:12])([CH3:11])[CH3:10].[OH:14][C:15]1[CH:23]=[CH:22][CH:21]=[C:20](O)[C:16]=1[C:17]([O-:19])=[O:18].[C:25]1(P(C2C=CC=CC=2)C2C=CC=CC=2)C=CC=CC=1.CCOC(/N=N/C(OCC)=O)=O>>[C:9]([O:8][C:7]([NH:6][CH2:5][CH2:4][CH2:3][CH2:2][O:1][C:20]1[CH:21]=[CH:22][CH:23]=[C:15]([OH:14])[C:16]=1[C:17]([O:19][CH3:25])=[O:18])=[O:13])([CH3:10])([CH3:12])[CH3:11]. Reported procedure: To a round bottom flask was charged with tert-butyl 4-hydroxybutylcarbamate (400 mg, 2.1 mmol), 463 mg of 2,6-dihydroxybenzoate (463 mg, 2.7 mmol), and triphenylphosphine (777 mg, 3.0 mmol). The flask was vacuumed and back flushed with nitrogen (3×), capped with a rubber septum, and kept under positive nitrogen atmosphere. THF (anhydrous) was then added, followed by dropwise addition of DEAD (433 μL, 2.7 mmol). Most of the starting material was consumed within the first 30 min. Solvent was then ... Reactants: C(C)(C)(C)OC(=O)N1CCC(CC1)C1=C(C(=NN1CC)COCC1=CC=CC=C1)C (1-(tert-Butoxycarbonyl)-4-(1-ethyl-3-benzyloxymethyl-4-methyl-(1H)-pyrazol-5-yl)piperidine), C(C)(C)(C)OC(=O)N1CCC(CC1)C(C=O)Br (1-(tert-butoxycarbonyl)4-(1-bromo-2-oxoethyl)piperidine), hexanes acetone. Yields the product C(C)(C)(C)OC(=O)N1CCC(CC1)C1=C(C(=NN1CC)CO)C (1-(tert-Butoxycarbonyl)-4-(1-ethyl-3-hydroxymethyl-4-methyl-(1H)-pyrazol-5-yl)piperidine). Reaction SMILES: [C:1]([O:5][C:6]([N:8]1[CH2:13][CH2:12][CH:11]([C:14]2[N:18]([CH2:19][CH3:20])[N:17]=[C:16]([CH2:21][O:22]CC3C=CC=CC=3)[C:15]=2[CH3:30])[CH2:10][CH2:9]1)=[O:7])([CH3:4])([CH3:3])[CH3:2].C(OC(N1CCC(C(Br)C=O)CC1)=O)(C)(C)C>>[C:1]([O:5][C:6]([N:8]1[CH2:13][CH2:12][CH:11]([C:14]2[N:18]([CH2:19][CH3:20])[N:17]=[C:16]([CH2:21][OH:22])[C:15]=2[CH3:30])[CH2:10][CH2:9]1)=[O:7])([CH3:2])([CH3:4])[CH3:3]. Procedure: The title compound was prepared from 1-(tert-butoxycarbonyl)-4-(1-ethyl-3-benzyloxymethyl-4-methyl-(1H)-pyrazol-5-yl)piperidine (from Step B) using a procedure analogous to that described for Pyrrolidine 1, Step E. RF: 0.21 (3:2 v/v hexanes/acetone); 1H-NMR (500 MHz) δ 1.36 (t, J=7.2, 3H), 1.48 (s, 9H), 1.67–1.70 (m, 2H), 1.84–1.93 (m, 2H), 2.08 (s, 3H), 2.74–2.80 (m, 3H), 3.14 (br m, 1H), 4.10 (q, J=7.2, 2H), 4.12–4.26 (m, 2H), 4.59 (s, 2H). Starting materials: OC=1C=C(C=CC1)C(=O)N (3-hydroxybenzenecarboxamide), C(=O)([O-])[O-].[K+].[K+] (K2CO3), [Na+].[I-] (NaI), C(CCCCCCCC)Cl (n-nonyl chloride). The solvent is CN(C)C=O (DMF). Procedure details: To a solution of 3-hydroxybenzenecarboxamide (200 mg, 1.46 mmol, 1 equiv.) in DMF (3 ml) was added K2CO3 (302 mg, 2.19 mmol, 1.5 equiv.) and NaI (43.5 mg, 0.29 mmol, 0.2 equiv). The suspension was stirred for 5 min before n-nonyl chloride (0.32 ml, 1.61 mmol, 1.1 equiv) was introduced. The resulting mixture was warmed to 60° C. where it was maintained for 16 h. After this time, the reaction was cooled to room temperature and partitioned between EtOAc and water. The organic phase was separated, w... The product is C(CCCCCCCC)OC=1C=C(C=CC1)C(=O)N (3-Nonyloxy-benzenecarboxamide). RXN SMILES: [OH:1][C:2]1[CH:3]=[C:4]([C:8]([NH2:10])=[O:9])[CH:5]=[CH:6][CH:7]=1.C([O-])([O-])=O.[K+].[K+].[Na+].[I-].[CH2:19](Cl)[CH2:20][CH2:21][CH2:22][CH2:23][CH2:24][CH2:25][CH2:26][CH3:27]>CN(C=O)C>[CH2:19]([O:1][C:2]1[CH:3]=[C:4]([C:8]([NH2:10])=[O:9])[CH:5]=[CH:6][CH:7]=1)[CH2:20][CH2:21][CH2:22][CH2:23][CH2:24][CH2:25][CH2:26][CH3:27] |f:1.2.3,4.5|. Run at temperature 60 celsius, time 5 minute.